This data is from the Open Reaction Database (ORD), a public repository of structured organic reaction records. The task is: describe an organic reaction: reactants, conditions, products, and yield Starting materials: O (water), CN(C(=O)OC(C)(C)C)CCOC1=CC=C2C=CC(=NC2=N1)NC(C1=CC=C(C=C1)OC)=O (N-{7-[2-(N-Methyl-N-tert-butoxycarbonylamino)ethoxy]-1,8-naphthyridin-2-yl}-4-methoxybenzamide), [OH-].[Na+] (sodium hydroxide). Solvent: FC(C(=O)O)(F)F (trifluoroacetic acid). Run at temperature 4 celsius. Product: CNCCOC1=CC=C2C=CC(=NC2=N1)NC(C1=CC=C(C=C1)OC)=O (N-[7-(2-Methylaminoethoxy)-1,8-naphthyridin-2-yl]-4-methoxybenzamide). Yield: 55.9%. Reaction SMILES: [CH3:1][N:2]([CH2:10][CH2:11][O:12][C:13]1[N:22]=[C:21]2[C:16]([CH:17]=[CH:18][C:19]([NH:23][C:24](=[O:33])[C:25]3[CH:30]=[CH:29][C:28]([O:31][CH3:32])=[CH:27][CH:26]=3)=[N:20]2)=[CH:15][CH:14]=1)C(OC(C)(C)C)=O.O.[OH-].[Na+]>FC(F)(F)C(O)=O>[CH3:1][NH:2][CH2:10][CH2:11][O:12][C:13]1[N:22]=[C:21]2[C:16]([CH:17]=[CH:18][C:19]([NH:23][C:24](=[O:33])[C:25]3[CH:26]=[CH:27][C:28]([O:31][CH3:32])=[CH:29][CH:30]=3)=[N:20]2)=[CH:15][CH:14]=1 |f:2.3|. Reported procedure: A solution of N-{7-[2-(N-Methyl-N-tert-butoxycarbonylamino)ethoxy]-1,8-naphthyridin-2-yl}-4-methoxybenzamide (20 g) in trifluoroacetic acid (60 cc) is stirred for 1 hour at a temperature in the region of 20° C. The reaction mixture is poured into water (100 cc) and neutralized with 4N sodium hydroxide (180 cc). The insoluble product obtained is separated by filtration, washed with water and dried in the air, and is then dissolved in boiling acetonitrile (250 cc). After 2 hours' cooling at 4° C.,... Starting materials: CC(=O)O, COC(=O)c1ccc(CC2SC(=O)NC2=O)cc1, Cl, O. Yields the product O=C1NC(=O)C(Cc2ccc(C(=O)O)cc2)S1. Reaction SMILES: [C:20]([OH:21])(=[O:22])[CH3:23].[CH3:1][O:2][C:3]([c:4]1[cH:5][cH:6][c:7]([CH2:10][CH:11]2[C:12](=[O:17])[NH:13][C:14](=[O:16])[S:15]2)[cH:8][cH:9]1)=[O:18].[ClH:19].[OH2:24]>>[O:2]=[C:3]([c:4]1[cH:5][cH:6][c:7]([CH2:10][CH:11]2[C:12](=[O:17])[NH:13][C:14](=[O:16])[S:15]2)[cH:8][cH:9]1)[OH:18]. Reactants: C(C(O)CC(=O)O)(=O)O (malic acid), C(C(O)CC(=O)O)(=O)O (malic acid). The reagents and catalysts are [O-2].[Zn+2] (zinc oxide), [O-2].[Zn+2] (zinc oxide), [O-2].[Zn+2] (zinc oxide). Solvent: O (water), O (water). Yields the product C(C(O)CC(=O)O)(=O)O (malic acid), C(C(O)CC(=O)[O-])(=O)[O-] (malate). Reaction SMILES: [C:1]([OH:9])(=[O:8])[CH:2]([CH2:4][C:5]([OH:7])=[O:6])[OH:3]>O.[O-2].[Zn+2]>[C:1]([OH:9])(=[O:8])[CH:2]([CH2:4][C:5]([OH:7])=[O:6])[OH:3].[C:1]([O-:9])(=[O:8])[CH:2]([CH2:4][C:5]([O-:7])=[O:6])[OH:3] |f:2.3|. Procedure: An aqueous solution of malic acid was prepared by mixing 134.09 g of malic acid with 50 mL of water. An aqueous solution of zinc oxide was also prepared in a separate container by thoroughly mixing 162.78 g of zinc oxide in 50 mL of water. The zinc oxide solution was then slowly added to the malic acid solution. The resulting solution was spray dried to produce a powdered dizinchydroxy malate. Reactants: COc1cccc2c1C1CCCNC1CC2, O=C(O)c1ccc2[nH]cnc2c1. Product: COc1cccc2c1C1CCCN(C(=O)c3ccc4[nH]cnc4c3)C1CC2. RXN SMILES: [CH3:13][O:14][c:15]1[cH:16][cH:17][cH:18][c:19]2[c:20]1[CH:21]1[CH2:22][CH2:23][CH2:24][NH:25][CH:26]1[CH2:27][CH2:28]2.[nH:1]1[cH:2][n:3][c:4]2[c:5]1[cH:6][cH:7][c:8]([C:10](=[O:11])[OH:12])[cH:9]2>>[nH:1]1[cH:2][n:3][c:4]2[c:5]1[cH:6][cH:7][c:8]([C:10](=[O:12])[N:25]1[CH2:24][CH2:23][CH2:22][CH:21]3[c:20]4[c:15]([O:14][CH3:13])[cH:16][cH:17][cH:18][c:19]4[CH2:28][CH2:27][CH:26]31)[cH:9]2.